Dataset: the Open Reaction Database (ORD), a public repository of structured organic reaction records. Task: describe an organic reaction: reactants, conditions, products, and yield Reactants: N(=[N+]=[N-])C=1C[C@H]2N(C1C(=O)OCC1=CC=C(C=C1)[N+](=O)[O-])C(C2)=O (p-nitrobenzyl 2-azido-carbapen-2-em-3-carboxylate), C(C)N(C#CC)CC (1-diethylaminopropyne). The solvent is ClCCl (dichloromethane). Product: C(C)N(C1=C(N=NN1C=1C[C@H]2N(C1C(=O)OCC1=CC=C(C=C1)[N+](=O)[O-])C(C2)=O)C)CC (p-nitrobenzyl 2-(5-diethylamino-4-methyl-1,2,3-triazol-1-yl)-carbapen-2-em-3-carboxylate). Yield: 15.1%. Reaction SMILES: [N:1]([C:4]1[CH2:5][C@@H:6]2[CH2:23][C:22](=[O:24])[N:7]2[C:8]=1[C:9]([O:11][CH2:12][C:13]1[CH:18]=[CH:17][C:16]([N+:19]([O-:21])=[O:20])=[CH:15][CH:14]=1)=[O:10])=[N+:2]=[N-:3].[CH2:25]([N:27]([CH2:31][CH3:32])[C:28]#[C:29][CH3:30])[CH3:26]>ClCCl>[CH2:25]([N:27]([CH2:31][CH3:32])[C:28]1[N:1]([C:4]2[CH2:5][C@@H:6]3[CH2:23][C:22](=[O:24])[N:7]3[C:8]=2[C:9]([O:11][CH2:12][C:13]2[CH:14]=[CH:15][C:16]([N+:19]([O-:21])=[O:20])=[CH:17][CH:18]=2)=[O:10])[N:2]=[N:3][C:29]=1[CH3:30])[CH3:26]. Procedure: A stirred, 0° C. solution of p-nitrobenzyl 2-azido-carbapen-2-em-3-carboxylate (5.9 mg, 18 micromol) in dry dichloromethane (0.30 ml) was treated with 1-diethylaminopropyne (2.5 microliter, 2.0 mg, 18 micromol). After 1.25 hours the mixture was filtered through a 6 cm×4 mm column of florisil and the eluate was evaporated under vacuum. The residue was chromatographed on one 5 cm×20 cm 250 micron silica gel thin layer chromatography plate developed with 5:1 (v/v) dichloromethane-ethyl acetate, and... Starting materials: O=C(N(Cc1ccnc2ccccc12)C1CCNC(Cc2ccccc2)C1)C(F)(F)F, ClCCl, N, O=C(O)Cc1ccc(Cl)cc1, O=S(Cl)Cl. The product is O=C(Cc1ccc(Cl)cc1)N1CCC(N(Cc2ccnc3ccccc23)C(=O)C(F)(F)F)CC1Cc1ccccc1. As a reaction SMILES: [CH2:16]([c:17]1[cH:18][cH:19][cH:20][cH:21][cH:22]1)[CH:23]1[NH:24][CH2:25][CH2:26][CH:27]([N:29]([C:30]([C:31]([F:32])([F:33])[F:34])=[O:35])[CH2:36][c:37]2[cH:38][cH:39][n:40][c:41]3[cH:42][cH:43][cH:44][cH:45][c:46]23)[CH2:28]1.[CH2:48]([Cl:49])[Cl:50].[NH3:47].[OH:1][C:2](=[O:3])[CH2:4][c:5]1[cH:6][cH:7][c:8]([Cl:9])[cH:10][cH:11]1.[S:12]([Cl:13])([Cl:14])=[O:15]>>[C:2](=[O:3])([CH2:4][c:5]1[cH:6][cH:7][c:8]([Cl:9])[cH:10][cH:11]1)[N:24]1[CH:23]([CH2:16][c:17]2[cH:18][cH:19][cH:20][cH:21][cH:22]2)[CH2:28][CH:27]([N:29]([C:30]([C:31]([F:32])([F:33])[F:34])=[O:35])[CH2:36][c:37]2[cH:38][cH:39][n:40][c:41]3[cH:42][cH:43][cH:44][cH:45][c:46]23)[CH2:26][CH2:25]1. Starting materials: resultant solution, O (water), resultant solution, C(CCC)[Li] (n-butyllithium), C(C)OC=1C(N=C([C@@H](N1)C(C)C)OCC)C ((5S)-3,6-diethoxy-5-isopropyl-2-methyl-2,5-dihydropyrazine), ClC1=C(C=CC(=C1)OC1=CC(=CC=C1)C(F)(F)F)CCCI (2-chloro-1-(3-iodopropyl)-4-(3-trifluoromethylphenoxy)benzene). Run in CCCCCC (hexane), C1CCOC1 (THF), C1CCOC1 (THF). Run at time 1 hour. The product is ClC1=C(C=CC(=C1)OC1=CC(=CC=C1)C(F)(F)F)C(C[C@]1(N=C([C@@H](N=C1OCC)C(C)C)OCC)C)C ((2R,5S)-2-[2-chloro-4-(3-trifluoromethylphenoxy)phenyl]propyl-3,6-diethoxy-5-isopropyl-2-methyl-2,5-dihydropyrazine). RXN SMILES: [CH2:1]([Li])CCC.[CH2:6]([O:8][C:9]1[CH:10]([CH3:21])[N:11]=[C:12]([O:18][CH2:19][CH3:20])[C@H:13]([CH:15]([CH3:17])[CH3:16])[N:14]=1)[CH3:7].[Cl:22][C:23]1[CH:28]=[C:27]([O:29][C:30]2[CH:35]=[CH:34][CH:33]=[C:32]([C:36]([F:39])([F:38])[F:37])[CH:31]=2)[CH:26]=[CH:25][C:24]=1[CH2:40][CH2:41]CI.O>CCCCCC.C1COCC1>[Cl:22][C:23]1[CH:28]=[C:27]([O:29][C:30]2[CH:35]=[CH:34][CH:33]=[C:32]([C:36]([F:37])([F:38])[F:39])[CH:31]=2)[CH:26]=[CH:25][C:24]=1[CH:40]([CH3:41])[CH2:21][C@:10]1([CH3:1])[C:9]([O:8][CH2:6][CH3:7])=[N:14][C@@H:13]([CH:15]([CH3:16])[CH3:17])[C:12]([O:18][CH2:19][CH3:20])=[N:11]1. Reported procedure: Under an argon atmosphere, a solution of n-butyllithium in hexane (1.54 mol/L, 3.59 mL) was added at −78° C. into a solution of (5S)-3,6-diethoxy-5-isopropyl-2-methyl-2,5-dihydropyrazine (905 mg) in THF (16 mL), and the resultant solution was stirred at −78° C. for 30 minutes. Next, A solution of 2-chloro-1-(3-iodopropyl)-4-(3-trifluoromethylphenoxy)benzene (2.47 g) in THF (4 mL) was added to the reaction mixture, and the resultant solution was stirred at −78° C. for 30 minutes and then at 0° C....